This data is from the Open Reaction Database (ORD), a public repository of structured organic reaction records. The task is: describe an organic reaction: reactants, conditions, products, and yield The product is C(C)(C)OC(=O)N1CCC(CC1)C1OC2=C(C1)C=C(C=C2)C=2C=NC(=CC2C)Cl (4-[5-(6-Chloro-4-methyl-pyridin-3-yl)-2,3-dihydro-benzofuran-2-yl]-piperidine-1-carboxylic acid isopropyl ester). As a reaction SMILES: [CH:1]([O:4][C:5]([N:7]1[CH2:12][CH2:11][CH:10]([CH:13]2[CH2:17][C:16]3[CH:18]=[C:19](Br)[CH:20]=[CH:21][C:15]=3[O:14]2)[CH2:9][CH2:8]1)=[O:6])([CH3:3])[CH3:2].[Cl:23][C:24]1[CH:29]=[C:28]([CH3:30])[C:27](B(O)O)=[CH:26][N:25]=1>>[CH:1]([O:4][C:5]([N:7]1[CH2:12][CH2:11][CH:10]([CH:13]2[CH2:17][C:16]3[CH:18]=[C:19]([C:27]4[CH:26]=[N:25][C:24]([Cl:23])=[CH:29][C:28]=4[CH3:30])[CH:20]=[CH:21][C:15]=3[O:14]2)[CH2:9][CH2:8]1)=[O:6])([CH3:3])[CH3:2]. Procedure: The title compound is prepared from 4-(5-bromo-2,3-dihydro-benzofuran-2-yl)-piperidine-1-carboxylic acid isopropyl ester and 2-chloro-4-methylpyridine-5-boronic acid following a procedure analogous to that described for Intermediate 15. LC (method 6): tR=1.40 min; Mass spectrum (ESI+): m/z=415 [M+H]+. Starting materials: C(C)(C)OC(=O)N1CCC(CC1)C1OC2=C(C1)C=C(C=C2)Br (4-(5-bromo-2,3-dihydro-benzofuran-2-yl)-piperidine-1-carboxylic acid isopropyl ester), ClC1=NC=C(C(=C1)C)B(O)O (2-chloro-4-methylpyridine-5-boronic acid), Intermediate 15. Reactants: Intermediate 3, CC1(OB(OC1(C)C)C1=CC=C(C(=O)O)C=C1)C (4-(4,4,5,5-tetramethyl-1,3,2-dioxaborolan-2-yl)benzoic acid), C(C)N (ethylamine). Yields the product C(C)NC(C1=CC=C(C=C1)B1OC(C(O1)(C)C)(C)C)=O (N-ethyl-4-(4,4,5,5-tetramethyl-1,3,2-dioxaborolan-2-yl)benzamide). As a reaction SMILES: [CH3:1][C:2]1([CH3:18])[C:6]([CH3:8])([CH3:7])[O:5][B:4]([C:9]2[CH:17]=[CH:16][C:12]([C:13]([OH:15])=O)=[CH:11][CH:10]=2)[O:3]1.[CH2:19]([NH2:21])[CH3:20]>>[CH2:19]([NH:21][C:13](=[O:15])[C:12]1[CH:11]=[CH:10][C:9]([B:4]2[O:5][C:6]([CH3:7])([CH3:8])[C:2]([CH3:1])([CH3:18])[O:3]2)=[CH:17][CH:16]=1)[CH3:20]. Procedure details: The title compound was prepared according to the procedures of Intermediate 3 using instead 4-(4,4,5,5-tetramethyl-1,3,2-dioxaborolan-2-yl)benzoic acid and ethylamine. MS (m/z): 276 (M+H)+ The reactants are FC1=C(C=C2C(NC(=NC2=C1)N1N=CC(=C1)C(=O)OCC)=O)C1=C(C=CC=C1)C (ethyl 1-(7-fluoro-4-oxo-6-(o-tolyl)-3,4-dihydroquinazolin-2-yl)-1H-pyrazole-4-carboxylate), CNCC (N-methylethanamine). Product: C(C)N(C1=NC(=NC2=CC(=C(C=C12)C1=C(C=CC=C1)C)F)N1N=CC(=C1)C(=O)O)C (1-(4-(Ethyl(methyl)amino)-7-fluoro-6-(o-tolyl)quinazolin-2-yl)-1H-pyrazole-4-carboxylic acid). Reaction SMILES: [F:1][C:2]1[CH:11]=[C:10]2[C:5]([C:6](=O)[NH:7][C:8]([N:12]3[CH:16]=[C:15]([C:17]([O:19]CC)=[O:18])[CH:14]=[N:13]3)=[N:9]2)=[CH:4][C:3]=1[C:23]1[CH:28]=[CH:27][CH:26]=[CH:25][C:24]=1[CH3:29].[CH3:30][NH:31][CH2:32][CH3:33]>>[CH2:32]([N:31]([CH3:30])[C:6]1[C:5]2[C:10](=[CH:11][C:2]([F:1])=[C:3]([C:23]3[CH:28]=[CH:27][CH:26]=[CH:25][C:24]=3[CH3:29])[CH:4]=2)[N:9]=[C:8]([N:12]2[CH:16]=[C:15]([C:17]([OH:19])=[O:18])[CH:14]=[N:13]2)[N:7]=1)[CH3:33]. Procedure details: The above compound may be made analogous to Example 1 using ethyl 1-(7-fluoro-4-oxo-6-(o-tolyl)-3,4-dihydroquinazolin-2-yl)-1H-pyrazole-4-carboxylate in step D and N-methylethanamine in step E. MS (ESI): predicted mass calcd. for C22H20FN5O2, 405.2 Reactants: [OH-].[Na+] (sodium hydroxide), C(C)(=O)OC1=CC2=C(OCCO2)C=C1 (2,3-dihydro-1,4-benzodioxin-6-yl acetate), CCOC(=O)C (AcOEt). Solvent: CO (methanol). Conditions: time 4 hour. The product is O1CCOC2=C1C=CC(=C2)O (2,3-Dihydro-1,4-benzodioxin-6-ol). As a reaction SMILES: C([O:4][C:5]1[CH:14]=[CH:13][C:8]2[O:9][CH2:10][CH2:11][O:12][C:7]=2[CH:6]=1)(=O)C.[OH-].[Na+].CCOC(C)=O>CO>[O:9]1[C:8]2[CH:13]=[CH:14][C:5]([OH:4])=[CH:6][C:7]=2[O:12][CH2:11][CH2:10]1 |f:1.2|. Procedure details: 1 g of 2,3-dihydro-1,4-benzodioxin-6-yl acetate (5.149 mmol) is dissolved in a solution of methanol (7.5 ml) and, under an argon atmosphere, the mixture is made basic, dropwise, with a 10% sodium hydroxide solution. The mixture is stirred at ambient temperature for 4 hours. At the end of the reaction, the methanol is evaporated and the reaction medium is acidified (to pH=1) with a 2N HCl solution and then washed with ethyl acetate. After extraction, drying over MgSO4 is carried out and the produ... Reactants: CC1(N=C(OC1)C1=C(C=CC=C1)C=1C=C(C(=O)OC)C=CC1)C (methyl 3-[2-(4,4-dimethyl-4,5-dihydrooxazol-2-yl)phenyl]benzoate), P(=O)(Cl)(Cl)Cl (phosphoryl chloride). Solvent: N1=CC=CC=C1 (pyridine). Run at temperature 100 celsius, time 4 hour. Yields the product C(#N)C1=C(C=CC=C1)C=1C=C(C(=O)OC)C=CC1 (methyl 3-(2-cyanophenyl)benzoate). Yield: 73.0%. Reaction SMILES: CC1(C)CO[C:4]([C:7]2[CH:12]=[CH:11][CH:10]=[CH:9][C:8]=2[C:13]2[CH:14]=[C:15]([CH:20]=[CH:21][CH:22]=2)[C:16]([O:18][CH3:19])=[O:17])=[N:3]1.P(Cl)(Cl)(Cl)=O>N1C=CC=CC=1>[C:4]([C:7]1[CH:12]=[CH:11][CH:10]=[CH:9][C:8]=1[C:13]1[CH:14]=[C:15]([CH:20]=[CH:21][CH:22]=1)[C:16]([O:18][CH3:19])=[O:17])#[N:3]. Procedure details: To a solution of methyl 3-[2-(4,4-dimethyl-4,5-dihydrooxazol-2-yl)phenyl]benzoate (1.25 g) in pyridine (5 ml) at 7° C. was added dropwise phosphoryl chloride (0.75 ml) keeping the reaction temperature below 20° C. The reaction mixture was stirred at 100° C. for 4 hours. After being cooled to room temperature, the mixture was quenched by water, and the emulsion was extracted with ethyl acetate (50 ml). The organic layer was successively washed with 6N-hydrochloric acid and brine, dried over magne... Starting materials: BrC1=CC(=C(C=C1)OCC)[N+](=O)[O-] (4-bromo-1-ethoxy-2-nitro-benzene), N1CCCCC1 (piperidine), FC1=CC=C(C(=O)NC=2SC3=C(N2)C(=CC=C3N3CCOCC3)OC)C=C1 (4-fluoro-N-(4-methoxy-7-morpholin-4-yl-benzothiazol-2-yl)-benzamide). The product is C(C)OC1=CC=C(C2=C1N=C(S2)NC(C2=CC=C(C=C2)F)=O)N2CCCCC2 (N-(4-Ethoxy-7-piperidin-1-yl-benzothiazol-2-yl)-4-fluoro-benzamide). RXN SMILES: Br[C:2]1[CH:7]=[CH:6][C:5]([O:8][CH2:9][CH3:10])=[C:4]([N+:11]([O-])=O)[CH:3]=1.[NH:14]1[CH2:19][CH2:18][CH2:17][CH2:16][CH2:15]1.[F:20][C:21]1[CH:46]=[CH:45][C:24]([C:25]([NH:27][C:28]2[S:29]C3C(N4CCOCC4)=CC=C(OC)C=3N=2)=[O:26])=[CH:23][CH:22]=1>>[CH2:9]([O:8][C:5]1[C:4]2[N:11]=[C:28]([NH:27][C:25](=[O:26])[C:24]3[CH:45]=[CH:46][C:21]([F:20])=[CH:22][CH:23]=3)[S:29][C:3]=2[C:2]([N:14]2[CH2:19][CH2:18][CH2:17][CH2:16][CH2:15]2)=[CH:7][CH:6]=1)[CH3:10]. Procedure: The title compound was prepared strarting from 4-bromo-1-ethoxy-2-nitro-benzene and piperidine as described for 4-fluoro-N-(4-methoxy-7-morpholin-4-yl-benzothiazol-2-yl)-benzamide (Example 275) and obtained as a yellow solid in 10% overall yield, MS: m/e=400 (M+H+). Reactants: O=C([O-])O, CCOC(=O)Cl, CN1CCCC1CCN, [Na+], O, S=C=S. Yields the product CN1CCCC1CCN=C=S. Reaction SMILES: [C:19](=[O:20])([O-:21])[OH:22].[Cl:13][C:14]([O:15][CH2:16][CH3:17])=[O:18].[NH2:4][CH2:5][CH2:6][CH:7]1[N:8]([CH3:12])[CH2:9][CH2:10][CH2:11]1.[Na+:23].[OH2:24].[S:1]=[C:2]=[S:3]>>[C:2](=[S:3])=[N:4][CH2:5][CH2:6][CH:7]1[N:8]([CH3:12])[CH2:9][CH2:10][CH2:11]1.